This data is from the Open Reaction Database (ORD), a public repository of structured organic reaction records. The task is: describe an organic reaction: reactants, conditions, products, and yield The reactants are CCOC(=O)CSc1cnc(NC(=O)N(CC2CCCC2)c2ccc(OC)c(F)c2)s1, CCOC(=O)CSc1cnc(N)s1, CS(=O)(=O)c1ccc(N(CC2CCCC2)C(=O)Nc2nc(CC(=O)O)cs2)cc1, COc1ccc(NCC2CCCC2)cc1F. The product is COc1ccc(N(CC2CCCC2)C(=O)Nc2ncc(SCC(=O)O)s2)cc1F. As a reaction SMILES: [CH2:1]([CH3:2])[O:3][C:4]([CH2:5][S:6][c:7]1[cH:8][n:9][c:10]([NH:12][C:13](=[O:14])[N:15]([c:16]2[cH:17][c:18]([F:24])[c:19]([O:22][CH3:23])[cH:20][cH:21]2)[CH2:25][CH:26]2[CH2:27][CH2:28][CH2:29][CH2:30]2)[s:11]1)=[O:31].[CH2:77]([O:78][C:79](=[O:80])[CH2:81][S:82][c:83]1[s:84][c:85]([NH2:86])[n:87][cH:88]1)[CH3:89].[CH:32]1([CH2:33][N:34]([c:35]2[cH:36][cH:37][c:38]([S:39]([CH3:40])(=[O:41])=[O:42])[cH:43][cH:44]2)[C:45](=[O:46])[NH:47][c:48]2[s:49][cH:50][c:51]([CH2:52][C:53]([OH:54])=[O:55])[n:56]2)[CH2:57][CH2:58][CH2:59][CH2:60]1.[CH:61]1([CH2:62][NH:63][c:64]2[cH:65][cH:66][c:67]([O:68][CH3:69])[c:70]([F:71])[cH:72]2)[CH2:73][CH2:74][CH2:75][CH2:76]1>>[O:3]=[C:4]([CH2:5][S:6][c:7]1[cH:8][n:9][c:10]([NH:12][C:13](=[O:14])[N:15]([c:16]2[cH:17][c:18]([F:24])[c:19]([O:22][CH3:23])[cH:20][cH:21]2)[CH2:25][CH:26]2[CH2:27][CH2:28][CH2:29][CH2:30]2)[s:11]1)[OH:31]. Starting materials: ClC1=C(C(=O)O)C=C(C(=C1)F)F (2-chloro-4,5-difluorobenzoic acid), C1(CC1)N (cyclopropylamine), N1=CC=CC=C1 (pyridine), teflon, [OH-].[Na+] (sodium hydroxide). The reagents and catalysts are [Cu]I (copper (I) iodide). Solvent: CN(C(C)=O)C (N,N-dimethylacetamide), O (water). Run at temperature 70 celsius, time 16 hour. Yields the product C1(CC1)NC1=C(C(=O)O)C=C(C(=C1)F)F (2-cyclopropylamino-4,5-difluorobenzoic acid). The yield is 40.8%. RXN SMILES: Cl[C:2]1[CH:10]=[C:9]([F:11])[C:8]([F:12])=[CH:7][C:3]=1[C:4]([OH:6])=[O:5].[CH:13]1([NH2:16])[CH2:15][CH2:14]1.N1C=CC=CC=1.[OH-].[Na+]>CN(C)C(=O)C.[Cu]I.O>[CH:13]1([NH:16][C:2]2[CH:10]=[C:9]([F:11])[C:8]([F:12])=[CH:7][C:3]=2[C:4]([OH:6])=[O:5])[CH2:15][CH2:14]1 |f:3.4|. Reported procedure: To a 10 ml resealable pressure reaction flask equipped with a magnetic stirrer and teflon septum cap was charged a solution of 1.0 g (5.19 mmol) 2-chloro-4,5-difluorobenzoic acid, 792 μl (11.43 mmol) cyclopropylamine, 800 mg (4.15 mmol) copper (I) iodide and 630 μl (7.79 mmol) pyridine in 8.0 ml of N,N-dimethylacetamide. The flask was sealed and was heated to 70° C. during stirring for a period of 16 hours. The reaction mixture was allowed to cool to room temperature and was then added to 100 ml... Starting materials: N1=CC=CC=C1 (Pyridine), ClC(=O)OCCl (Chloromethyl chloroformate), ice, OCCCCCCCCCCCCCCCC(=O)OCOC(CCCCCCCCCCCCCCCO)=O (methylene bis(16-hydroxyhexadecanoate)). Solvent: C(Cl)Cl (methylene chloride). Conditions: temperature 0 celsius, time 4 hour. Yields the product ClCOC(=O)OCCCCCCCCCCCCCCCC(=O)OCOC(CCCCCCCCCCCCCCCOC(=O)OCCl)=O (Methylene bis(16-chloromethoxycarbonyloxyhexadecanoate)). Yield: 84.0%. Reaction SMILES: Cl[C:2]([O:4][CH2:5][Cl:6])=[O:3].[OH:7][CH2:8][CH2:9][CH2:10][CH2:11][CH2:12][CH2:13][CH2:14][CH2:15][CH2:16][CH2:17][CH2:18][CH2:19][CH2:20][CH2:21][CH2:22][C:23]([O:25][CH2:26][O:27][C:28](=[O:45])[CH2:29][CH2:30][CH2:31][CH2:32][CH2:33][CH2:34][CH2:35][CH2:36][CH2:37][CH2:38][CH2:39][CH2:40][CH2:41][CH2:42][CH2:43][OH:44])=[O:24].N1C=CC=CC=1>C(Cl)Cl>[Cl:6][CH2:5][O:4][C:2]([O:7][CH2:8][CH2:9][CH2:10][CH2:11][CH2:12][CH2:13][CH2:14][CH2:15][CH2:16][CH2:17][CH2:18][CH2:19][CH2:20][CH2:21][CH2:22][C:23]([O:25][CH2:26][O:27][C:28](=[O:45])[CH2:29][CH2:30][CH2:31][CH2:32][CH2:33][CH2:34][CH2:35][CH2:36][CH2:37][CH2:38][CH2:39][CH2:40][CH2:41][CH2:42][CH2:43][O:44][C:2]([O:4][CH2:5][Cl:6])=[O:3])=[O:24])=[O:3]. Procedure: Chloromethyl chloroformate (0.93 g, 7.2 mmol) was added to an ice-cooled solution of methylene bis(16-hydroxyhexadecanoate) (2.0 g, 3.6 mmol) in methylene chloride (80 ml). Pyridine (0.57 g, 7.2 mmol) was added and the reaction mixture was stirred for 15 minutes at 0° C. and 4 hours at room temperature The reaction mixture was washed with hydrochloric acid (1M, 50 ml) saturated aqueous sodium bicarbonate (50 ml), water (50 ml) and dried (MgSO4). The solvent was evaporated and the residue was pur... The reactants are CC#CC(C)O, CN(C)C=O, Fc1cccc(-c2cc(Cl)ncn2)c1F, [H-], [Na+], O. Product: CC#CC(C)Oc1cc(-c2cccc(F)c2F)ncn1. Reaction SMILES: [CH3:16][CH:17]([C:18]#[C:19][CH3:20])[OH:21].[CH3:25][N:26]([CH3:27])[CH:28]=[O:29].[Cl:1][c:2]1[n:3][cH:4][n:5][c:6](-[c:8]2[c:9]([F:15])[c:10]([F:14])[cH:11][cH:12][cH:13]2)[cH:7]1.[H-:22].[Na+:23].[OH2:24]>>[c:2]1([O:21][CH:17]([CH3:16])[C:18]#[C:19][CH3:20])[n:3][cH:4][n:5][c:6](-[c:8]2[c:9]([F:15])[c:10]([F:14])[cH:11][cH:12][cH:13]2)[cH:7]1. Starting materials: BrC1=CC=C(C=C1)OC (p-Bromoanisole), S1C(=CC=C1)B(O)O (thiophene-2-boronic acid). Product: COC1=CC=C(C=C1)C=1SC=CC1 (2-(4-methoxyphenyl)thiophene). RXN SMILES: Br[C:2]1[CH:7]=[CH:6][C:5]([O:8][CH3:9])=[CH:4][CH:3]=1.[S:10]1[CH:14]=[CH:13][CH:12]=[C:11]1B(O)O>>[CH3:9][O:8][C:5]1[CH:6]=[CH:7][C:2]([C:11]2[S:10][CH:14]=[CH:13][CH:12]=2)=[CH:3][CH:4]=1. Procedure details: p-Bromoanisole and thiophene-2-boronic acid were treated in a manner similar to Reference Example 20-(1) to give 2-(4-methoxyphenyl)thiophene as a pale yellow solid. APCI-Mass m/Z 191 (M+H). Starting materials: [Cl-].[NH4+] (ammonium chloride), C(C)(=O)C1=C(C(=C(OCCCC#N)C=C1)CCC)O (4-(4-acetyl-3-hydroxy-2-propylphenoxy)butane nitrile), [N-]=[N+]=[N-].[Na+] (sodium azide), CN(C=O)C (dimethylforamide), [N-]=[N+]=[N-].[Na+] (sodium azide), [Cl-].[NH4+] (ammonium chloride), Cl (hydrochloric acid). Run at time 6 hour. Product: C(C)(=O)C1=C(C(=C(OCCCCC2=NN=NN2)C=C1)CCC)O (5-[4-(4-Acetyl-3-hydroxy-2-propylphenoxy)-butyl]-tetrazole). As a reaction SMILES: [C:1]([C:4]1[CH:15]=[CH:14][C:7]([O:8][CH2:9][CH2:10][CH2:11][C:12]#N)=[C:6]([CH2:16][CH2:17][CH3:18])[C:5]=1[OH:19])(=[O:3])[CH3:2].[N-:20]=[N+:21]=[N-:22].[Na+].[Cl-].[NH4+].Cl.[CH3:27][N:28](C)C=O>>[C:1]([C:4]1[CH:15]=[CH:14][C:7]([O:8][CH2:9][CH2:10][CH2:11][CH2:12][C:27]2[NH:28][N:22]=[N:21][N:20]=2)=[C:6]([CH2:16][CH2:17][CH3:18])[C:5]=1[OH:19])(=[O:3])[CH3:2] |f:1.2,3.4|. Procedure details: A solution of 20.73 g. (75 mmoles) of 4-(4-acetyl-3-hydroxy-2-propylphenoxy)butane nitrile, 14.63 g. (225 mmoles) of sodium azide, and 12.04 g. (225 mmoles) of ammonium chloride in 200 ml. of dimethylforamide was heated at 125° C. for about 17 hours. At this time an additional 9.75 g. (150 mmoles) of sodium azide and 8.02 g. (150 mmoles) of ammonium chloride were added and the heating was continued for an additional 6 hours. The reaction mixture was filtered hot and evaporated to dryness in vacu...